From a dataset of the Open Reaction Database (ORD), a public repository of structured organic reaction records. describe an organic reaction: reactants, conditions, products, and yield Reactants: CC(=O)O, CCOC(=O)c1ccc(N)c(F)c1, CC#N, Cl, Cl[Cu]Cl, O=N[O-], [Na+], O=S=O, O, O, O. Yields the product CCOC(=O)c1ccc(S(=O)(=O)Cl)c(F)c1. As a reaction SMILES: [C:25]([OH:26])(=[O:27])[CH3:28].[CH2:1]([CH3:2])[O:3][C:4]([c:5]1[cH:6][c:7]([F:12])[c:8]([NH2:11])[cH:9][cH:10]1)=[O:13].[CH3:14][C:15]#[N:16].[ClH:17].[Cu:31]([Cl:32])[Cl:33].[N:18]([O-:19])=[O:20].[Na+:21].[O:22]=[S:23]=[O:24].[OH2:29].[OH2:30].[OH2:34]>>[CH2:1]([CH3:2])[O:3][C:4]([c:5]1[cH:6][c:7]([F:12])[c:8]([S:23]([Cl:17])(=[O:22])=[O:24])[cH:9][cH:10]1)=[O:13].